This data is from the Open Reaction Database (ORD), a public repository of structured organic reaction records. The task is: describe an organic reaction: reactants, conditions, products, and yield The reactants are COC(=O)COc1ccc(SCc2ccc(OCc3ccc(OC)cc3)cc2)cc1C, COc1ccc(COc2ccc(CO)cc2)cc1. Product: COc1ccc(COc2ccc(CSc3ccc(OCC(=O)O)c(C)c3)cc2)cc1. As a reaction SMILES: [CH3:19][O:20][C:21]([CH2:22][O:23][c:24]1[c:25]([CH3:48])[cH:26][c:27]([S:30][CH2:31][c:32]2[cH:33][cH:34][c:35]([O:38][CH2:39][c:40]3[cH:41][cH:42][c:43]([O:46][CH3:47])[cH:44][cH:45]3)[cH:36][cH:37]2)[cH:28][cH:29]1)=[O:49].[CH3:1][O:2][c:3]1[cH:4][cH:5][c:6]([CH2:7][O:8][c:9]2[cH:10][cH:11][c:12]([CH2:13][OH:14])[cH:15][cH:16]2)[cH:17][cH:18]1>>[O:20]=[C:21]([CH2:22][O:23][c:24]1[c:25]([CH3:48])[cH:26][c:27]([S:30][CH2:31][c:32]2[cH:33][cH:34][c:35]([O:38][CH2:39][c:40]3[cH:41][cH:42][c:43]([O:46][CH3:47])[cH:44][cH:45]3)[cH:36][cH:37]2)[cH:28][cH:29]1)[OH:49]. The reactants are CCOC(C)=O, C, C=CCOc1ccc(C(=O)CC(=O)C(C)(C)C)cc1OC, CCCCCC, CCO, [H][H], [Pd]. The product is CCCOc1ccc(C(=O)CC(=O)C(C)(C)C)cc1OC. Reaction SMILES: [C:24]([O:25][CH2:26][CH3:27])(=[O:28])[CH3:29].[C:36].[CH2:1]([CH:2]=[CH2:3])[O:4][c:5]1[c:6]([O:20][CH3:21])[cH:7][c:8]([C:11]([CH2:12][C:13]([C:14]([CH3:15])([CH3:16])[CH3:17])=[O:18])=[O:19])[cH:9][cH:10]1.[CH3:30][CH2:31][CH2:32][CH2:33][CH2:34][CH3:35].[CH3:38][CH2:39][OH:40].[H:22][H:23].[Pd:37]>>[CH2:1]([CH2:2][CH3:3])[O:4][c:5]1[c:6]([O:20][CH3:21])[cH:7][c:8]([C:11]([CH2:12][C:13]([C:14]([CH3:15])([CH3:16])[CH3:17])=[O:18])=[O:19])[cH:9][cH:10]1. Reactants: OC=1N=NC(=C(N1)O)C(=O)O (3,5-dihydroxy-1,2,4-triazine-6-carboxylic acid), N,N′-carbonyldiimidazole, N (ammonia). The solvent is CN(C=O)C (dimethylformamide). Run at time 6 hour. Yields the product O=C1NN=C(C(N1)=O)C(=O)N (3,5-dioxo-2,3,4,5-tetrahydro-1,2,4-triazine-6-carboxamide). As a reaction SMILES: [OH:1][C:2]1[N:3]=[N:4][C:5]([C:9]([OH:11])=O)=[C:6]([OH:8])[N:7]=1.[NH3:12]>CN(C)C=O>[O:1]=[C:2]1[NH:7][C:6](=[O:8])[C:5]([C:9]([NH2:12])=[O:11])=[N:4][NH:3]1. Procedure details: In 10 mL of dimethylformamide is suspended 0.5 g of 3,5-dihydroxy-1,2,4-triazine-6-carboxylic acid obtained according to the method described in literature (JP-A-54-79292). Then, 2.06 g of N,N′-carbonyldiimidazole is added thereto, and the resulting solution in stirred at ambient temperature for 6 hours. The reaction mixture is cooled with ice, saturated with gaseous ammonia, and then stirred for 15 minutes at the same temperature as above. The deposited crystals are collected by filtration to o... The reactants are FC1=CC=C(C=C1)N=C=O (4-fluorophenyl isocyanate), C(C)(C)N(CC)C(C)C (diisopropylethylamine), Cl.C(C)(=O)N1CCC(CC1)N (1-acetyl-4-aminopiperidine hydrochloride). Solvent: ClCCl (dichloromethane), ClCCl (dichloromethane). Reaction conditions: time 3 hour. Yields the product C(C)(=O)N1CCC(CC1)NC(=O)NC1=CC=C(C=C1)F (N-(1-acetylpiperidin-4-yl)-N′-(4-fluorophenyl)urea). RXN SMILES: Cl.[C:2]([N:5]1[CH2:10][CH2:9][CH:8]([NH2:11])[CH2:7][CH2:6]1)(=[O:4])[CH3:3].[F:12][C:13]1[CH:18]=[CH:17][C:16]([N:19]=[C:20]=[O:21])=[CH:15][CH:14]=1.C(N(C(C)C)CC)(C)C>ClCCl>[C:2]([N:5]1[CH2:10][CH2:9][CH:8]([NH:11][C:20]([NH:19][C:16]2[CH:17]=[CH:18][C:13]([F:12])=[CH:14][CH:15]=2)=[O:21])[CH2:7][CH2:6]1)(=[O:4])[CH3:3] |f:0.1|. Reported procedure: To a suspension of 1-acetyl-4-aminopiperidine hydrochloride (536 mg) in dichloromethane (5 ml) were added 4-fluorophenyl isocyanate (375 μl) and diisopropylethylamine (575 μl ) at ambient temperature. After stirring for 3 hours, the reaction mixture was diluted with dichloromethane. An organic phase was separated and an aqueous phase was extracted with dichloromethane. A combined organic phase was dried over magnesium sulfate and the solvents were removed under reduced pressure. After crystalliz...